From a dataset of the Open Reaction Database (ORD), a public repository of structured organic reaction records. describe an organic reaction: reactants, conditions, products, and yield Starting materials: KHCO3, C(=O)([O-])[O-].[K+].[K+] (K2CO3). The solvent is O (water). The product is C(=O)([O-])[O-].[K+].[K+] (K2CO3), C(=O)=O (CO2). RXN SMILES: [C:1]([O-:4])([O-:3])=[O:2].[K+:5].[K+]>O>[C:1]([O-:4])([O-:3])=[O:2].[K+:5].[K+:5].[C:1](=[O:3])=[O:2] |f:0.1.2,4.5.6|. Procedure: Heating a slurry with the initial composition of 50 ml water, 38.18 g KHCO3, and 23.65 g K2CO3 at 128.3° C. and 1.2 atm. produced 31.77 g K2CO3 and 10.12 g CO2, and the pH in the solution was 11.19. The total energy demand was estimated to be 2926 kJ/kg CO2, including 1225 sensible heat, 223 latent heat, and 1479 enthalpy.